This data is from the Open Reaction Database (ORD), a public repository of structured organic reaction records. The task is: describe an organic reaction: reactants, conditions, products, and yield The reactants are ClC1=CC=C(CSC(CO)CO)C=C1 (2-[(4-chlorobenzyl)thio]-1,3-propanediol), FC(C1=CC=C(/C=C(/C=O)\C)C=C1)(F)F ((E)-4-(trifluoromethyl)-a-methylcinnamaldehyde). The reagents and catalysts are C1(=CC=C(C=C1)S(=O)(=O)O)C (p-toluenesulfonic acid). Solvent: C1=CC=CC=C1 (benzene). Yields the product ClC1=CC=C(CS[C@H]2CO[C@@H](OC2)\C(=C\C2=CC=C(C=C2)C(F)(F)F)\C)C=C1 (Trans-5-[(4-chlorobenzyl)thio]-2-[(E)-1-methyl-2-[4-(trifluoromethyl)phenyl]vinyl]-1,3-dioxane). The yield is 59.1%. RXN SMILES: [Cl:1][C:2]1[CH:14]=[CH:13][C:5]([CH2:6][S:7][CH:8]([CH2:11][OH:12])[CH2:9][OH:10])=[CH:4][CH:3]=1.[F:15][C:16]([F:29])([F:28])[C:17]1[CH:27]=[CH:26][C:20](/[CH:21]=[C:22](\[CH3:25])/[CH:23]=O)=[CH:19][CH:18]=1>C1C=CC=CC=1.C1(C)C=CC(S(O)(=O)=O)=CC=1>[Cl:1][C:2]1[CH:3]=[CH:4][C:5]([CH2:6][S:7][C@@H:8]2[CH2:11][O:12][C@@H:23](/[C:22](/[CH3:25])=[CH:21]/[C:20]3[CH:26]=[CH:27][C:17]([C:16]([F:15])([F:28])[F:29])=[CH:18][CH:19]=3)[O:10][CH2:9]2)=[CH:13][CH:14]=1. Procedure: In 12 ml of benzene were dissolved 341 mg (1.46 mmol) of 2-[(4-chlorobenzyl)thio]-1,3-propanediol and 375 mg (1.75 mmol) of (E)-4-(trifluoromethyl)-a-methylcinnamaldehyde, and 3 mg of p-toluenesulfonic acid were added to the solution, followed by heating of the resulting mixture with reflux under nitrogen atmosphere for 2 hours. After cooling, the reaction mixture was washed with an aqueous sodium hydrogencarbonate solution. The residue obtained by evaporation of the solvent was subjected to col... The reactants are ClCCl, O=C(Nc1ccc(N2CCOCC2=O)cc1)C1CC(O)CN1C(=O)Nc1ccc(Cl)cc1, O=[Cr](=O)([O-])Cl, c1cc[nH+]cc1. Yields the product O=C1CC(C(=O)Nc2ccc(N3CCOCC3=O)cc2)N(C(=O)Nc2ccc(Cl)cc2)C1. Reaction SMILES: [CH2:44]([Cl:45])[Cl:46].[Cl:12][c:13]1[cH:14][cH:15][c:16]([NH:19][C:20](=[O:21])[N:22]2[CH:23]([C:28](=[O:29])[NH:30][c:31]3[cH:32][cH:33][c:34]([N:37]4[C:38](=[O:43])[CH2:39][O:40][CH2:41][CH2:42]4)[cH:35][cH:36]3)[CH2:24][CH:25]([OH:27])[CH2:26]2)[cH:17][cH:18]1.[O:1]=[Cr:2]([Cl:3])([O-:4])=[O:5].[nH+:6]1[cH:7][cH:8][cH:9][cH:10][cH:11]1>>[Cl:12][c:13]1[cH:14][cH:15][c:16]([NH:19][C:20](=[O:21])[N:22]2[CH:23]([C:28](=[O:29])[NH:30][c:31]3[cH:32][cH:33][c:34]([N:37]4[C:38](=[O:43])[CH2:39][O:40][CH2:41][CH2:42]4)[cH:35][cH:36]3)[CH2:24][C:25](=[O:27])[CH2:26]2)[cH:17][cH:18]1. Starting materials: FC1=C(C(=CC=C1)F)C=1C=C2C(=CNC2=CC1)C1=CN=CC(=N1)O[C@H]1CN(CCC1)C(=O)OC(C)(C)C ((R)-tert-butyl 3-(6-(5-(2,6-difluorophenyl)-1H-indol-3-yl)pyrazin-2-yloxy)piperidine-1-carboxylate), C(=O)(C(F)(F)F)O (TFA). Solvent: C(Cl)Cl (DCM). Run at temperature 80 celsius. The product is FC1=C(C(=CC=C1)F)C=1C=C2C(=CNC2=CC1)C1=NC(=CN=C1)O[C@H]1CNCCC1 ((R)-5-(2,6-difluorophenyl)-3-(6-(piperidin-3-yloxy)pyrazin-2-yl)-1H-indole). Reaction SMILES: [F:1][C:2]1[CH:7]=[CH:6][CH:5]=[C:4]([F:8])[C:3]=1[C:9]1[CH:10]=[C:11]2[C:15](=[CH:16][CH:17]=1)[NH:14][CH:13]=[C:12]2[C:18]1[N:23]=[C:22]([O:24][C@@H:25]2[CH2:30][CH2:29][CH2:28][N:27](C(OC(C)(C)C)=O)[CH2:26]2)[CH:21]=[N:20][CH:19]=1.C(O)(C(F)(F)F)=O>C(Cl)Cl>[F:1][C:2]1[CH:7]=[CH:6][CH:5]=[C:4]([F:8])[C:3]=1[C:9]1[CH:10]=[C:11]2[C:15](=[CH:16][CH:17]=1)[NH:14][CH:13]=[C:12]2[C:18]1[CH:19]=[N:20][CH:21]=[C:22]([O:24][C@@H:25]2[CH2:30][CH2:29][CH2:28][NH:27][CH2:26]2)[N:23]=1. Procedure: A glass microwave reaction vessel was charged with (R)-tert-butyl 3-(6-(5-(2,6-difluorophenyl)-1H-indol-3-yl)pyrazin-2-yloxy)piperidine-1-carboxylate (1.91 g, 3.77 mmol) in DCM (10 mL)/TFA (4 mL). The reaction mixture was stirred and heated in a Initiator microwave reactor (Personal Chemistry, Biotage AB, Inc., Uppsala, Sweden) at 80° C. for 15 min, and then the solvent was removed. The residue was purified with RP-HPLC to give (R)-5-(2,6-difluorophenyl)-3-(6-(piperidin-3-yloxy)pyrazin-2-yl)-1H-... Starting materials: ClCCOC1=C(C(=CC=C1)CS(=O)(=O)C1=CC=CC2=CC=CC=C12)N (2-(2-chloro-ethoxy)-6-(naphthalene-1-sulfonylmethyl)-phenyl amine), Cl (HCl), N(=O)[O-].[Na+] (sodium nitrite), C([O-])(O)=O.[Na+] (sodium bicarbonate). Run in C1CCOC1 (THF), O (H2O). Reaction conditions: temperature 3 celsius. The product is ClCCOC=1C=CC=C2C(=NNC12)S(=O)(=O)C1=CC=CC2=CC=CC=C12 (7-(2-Chloro-ethoxy)-3-(naphthalene-1-sulfonyl)-1-H-indazole), solid. The yield is 90.0%. Reaction SMILES: [Cl:1][CH2:2][CH2:3][O:4][C:5]1[CH:10]=[CH:9][CH:8]=[C:7]([CH2:11][S:12]([C:15]2[C:24]3[C:19](=[CH:20][CH:21]=[CH:22][CH:23]=3)[CH:18]=[CH:17][CH:16]=2)(=[O:14])=[O:13])[C:6]=1[NH2:25].Cl.[N:27]([O-])=O.[Na+].C(=O)(O)[O-].[Na+]>C1COCC1.O>[Cl:1][CH2:2][CH2:3][O:4][C:5]1[CH:10]=[CH:9][CH:8]=[C:7]2[C:6]=1[NH:25][N:27]=[C:11]2[S:12]([C:15]1[C:24]2[C:19](=[CH:20][CH:21]=[CH:22][CH:23]=2)[CH:18]=[CH:17][CH:16]=1)(=[O:14])=[O:13] |f:2.3,4.5|. Procedure: A mixture of 2-(2-chloro-ethoxy)-6-(naphthalene-1-sulfonylmethyl)-phenyl amine (0.97 g, 3 mmoles) in THF (7 mL), and 4M HCl (15 mL) was stirred in a round bottom flask, under nitrogen, at 3° C. A solution of sodium nitrite (0.21 g, 3.15 mmoles) in H2O (1 mL) was added dropwise. The reaction mixture was poured into a cold solution of saturated sodium bicarbonate (100 mL) and extracted with EtOAc. Compound was dried over Na2SO4, and concentrated under vacuum to afford the title compound as an off ... Starting materials: C1CCOC1, CCOC(=O)c1cn(-c2ccc(Cl)cc2)c(-c2ccc(Cl)cc2Cl)n1, [Li+], [OH-], O. Yields the product O=C(O)c1cn(-c2ccc(Cl)cc2)c(-c2ccc(Cl)cc2Cl)n1. As a reaction SMILES: [CH2:29]1[O:30][CH2:31][CH2:32][CH2:33]1.[Cl:1][c:2]1[cH:3][cH:4][c:5](-[n:8]2[c:9](-[c:18]3[c:19]([Cl:25])[cH:20][c:21]([Cl:24])[cH:22][cH:23]3)[n:10][c:11]([C:13](=[O:14])[O:15][CH2:16][CH3:17])[cH:12]2)[cH:6][cH:7]1.[Li+:27].[OH-:26].[OH2:28]>>[Cl:1][c:2]1[cH:3][cH:4][c:5](-[n:8]2[c:9](-[c:18]3[c:19]([Cl:25])[cH:20][c:21]([Cl:24])[cH:22][cH:23]3)[n:10][c:11]([C:13](=[O:14])[OH:15])[cH:12]2)[cH:6][cH:7]1.